describe an organic reaction: reactants, conditions, products, and yield From a dataset of the Open Reaction Database (ORD), a public repository of structured organic reaction records. The reactants are ClC1=CC(=CC=C1)C(=O)OO (m-chloroperbenzoic acid), ClCC(=O)NC(=O)OC1C(C(C(CC1)(O)CS(=O)C)C1(C(CC=C(C)C)O1)C)OC (4-O-(chloroacetylcarbamoyl)-2-(1,2-epoxy-1,5-dimethyl-4-hexenyl)-3-methoxy-1-methylsulfinylmethyl-1,4-cyclohexanediol), C(C)(=O)OCC (ethyl acetate). Run in ClCCl (dichloromethane). Product: ClCC(=O)NC(=O)OC1C(C(C(CC1)(O)CS(=O)(=O)C1=CC=CC=C1)C1(C(CC=C(C)C)O1)C)OC (4-O-(chloroacetylcarbamoyl)-2-(1,2-epoxy-1,5-dimethyl-4-h-exenyl)-3-methoxy-1-phenylsulfonylmethyl-1,4-cyclohexanediol). Yield: 30.0%. As a reaction SMILES: [Cl:1][CH2:2][C:3]([NH:5][C:6]([O:8][CH:9]1[CH2:14][CH2:13][C:12]([CH2:16][S:17]([CH3:19])=[O:18])([OH:15])[CH:11]([C:20]2([CH3:28])[O:27][CH:21]2[CH2:22][CH:23]=[C:24]([CH3:26])[CH3:25])[CH:10]1[O:29][CH3:30])=[O:7])=[O:4].Cl[C:32]1[CH:37]=[CH:36]C=[C:34](C(OO)=O)[CH:33]=1.C(OCC)(=[O:44])C>ClCCl>[Cl:1][CH2:2][C:3]([NH:5][C:6]([O:8][CH:9]1[CH2:14][CH2:13][C:12]([CH2:16][S:17]([C:19]2[CH:36]=[CH:37][CH:32]=[CH:33][CH:34]=2)(=[O:44])=[O:18])([OH:15])[CH:11]([C:20]2([CH3:28])[O:27][CH:21]2[CH2:22][CH:23]=[C:24]([CH3:25])[CH3:26])[CH:10]1[O:29][CH3:30])=[O:7])=[O:4]. Reported procedure: 4-O-(chloroacetylcarbamoyl)-2-(1,2-epoxy-1,5-dimethyl-4-hexenyl)-3-methoxy-1-methylsulfinylmethyl-1,4-cyclohexanediol (300 mg) was dissolved in dichloromethane (2 ml), to which was added, under ice-cooling, m-chloroperbenzoic acid (179 mg), and the mixture was stirred for one hour. The reaction mixture was diluted with ethyl acetate (70 ml), which was washed with a saturated aqueous solution of sodium hydrogencarbonate and a saturated aqueous saline solution, followed by drying over anhydrous ma... The reactants are N1CCOCC1 (morpholine), Cl.Cl.ClCCN1CCC(CC1)NC1=NC2=C(N1CC1=CC=C(C=C1)F)C=CC=C2 (N-[1-(2-chloroethyl)-4-piperidinyl]-1-(4-fluorophenylmethyl)-1H-benzimidazol-2-amine dihydrochloride), C([O-])([O-])=O.[Na+].[Na+] (sodium carbonate), [I-].[K+] (potassium iodide). The solvent is CN(C=O)C (N,N-dimethylformamide). Conditions: temperature 70 celsius. Product: N1(CCOCC1)C(=O)OCCN1CCC(CC1)NC1=NC2=C(N1CC1=CC=C(C=C1)F)C=CC=C2 ([2-{4-[1-(4-fluorophenylmethyl)-1H-benzimidazol-2-ylamino]-1-piperidinyl}ethyl] 4-morpholinecarboxylate). Isolated yield 12.5%. RXN SMILES: [NH:1]1[CH2:6][CH2:5][O:4][CH2:3][CH2:2]1.Cl.Cl.Cl[CH2:10][CH2:11][N:12]1[CH2:17][CH2:16][CH:15]([NH:18][C:19]2[N:23]([CH2:24][C:25]3[CH:30]=[CH:29][C:28]([F:31])=[CH:27][CH:26]=3)[C:22]3[CH:32]=[CH:33][CH:34]=[CH:35][C:21]=3[N:20]=2)[CH2:14][CH2:13]1.[C:36](=O)([O-:38])[O-:37].[Na+].[Na+].[I-].[K+]>CN(C)C=O>[N:1]1([C:36]([O:38][CH2:10][CH2:11][N:12]2[CH2:17][CH2:16][CH:15]([NH:18][C:19]3[N:23]([CH2:24][C:25]4[CH:30]=[CH:29][C:28]([F:31])=[CH:27][CH:26]=4)[C:22]4[CH:32]=[CH:33][CH:34]=[CH:35][C:21]=4[N:20]=3)[CH2:14][CH2:13]2)=[O:37])[CH2:6][CH2:5][O:4][CH2:3][CH2:2]1 |f:1.2.3,4.5.6,7.8|. Reported procedure: A mixture of 0.9 parts of morpholine, 4.8 parts of N-[1-(2-chloroethyl)-4-piperidinyl]-1-(4-fluorophenylmethyl)-1H-benzimidazol-2-amine dihydrochloride, 3 parts of sodium carbonate, 0.1 parts of potassium iodide and 135 parts of N,N-dimethylformamide is stirred and heated overnight at 70° C. The reaction mixture is poured onto water and the product is extracted with methylbenzene. The extract is dried, filtered and evaporated. The residue is purified by column-chromatography over silica gel usin... Reactants: [BH4-].[Na+] (NaBH4), CC1=NOC(=C1C=O)C (3,5-dimethylisoxazole-4-carbaldehyde), Cl.NCC=1N=C(SC1)NC(=O)NCC1=CC(=CC=C1)F (1-(4-(aminomethyl) thiazol-2-yl)-3-(3-fluorobenzyl)urea hydrochloride). The solvent is CO (MeOH). Run at time 6 hour. Product: CC1=NOC(=C1CNCC=1N=C(SC1)NC(=O)NCC1=CC(=CC=C1)F)C (1-(4-(((3,5-Dimethylisoxazol-4-yl)methylamino)methyl)thiazol-2-yl)-3-(3-fluorobenzyl)urea). RXN SMILES: [BH4-].[Na+].[CH3:3][C:4]1[C:8]([CH:9]=O)=[C:7]([CH3:11])[O:6][N:5]=1.Cl.[NH2:13][CH2:14][C:15]1[N:16]=[C:17]([NH:20][C:21]([NH:23][CH2:24][C:25]2[CH:30]=[CH:29][CH:28]=[C:27]([F:31])[CH:26]=2)=[O:22])[S:18][CH:19]=1>CO>[CH3:3][C:4]1[C:8]([CH2:9][NH:13][CH2:14][C:15]2[N:16]=[C:17]([NH:20][C:21]([NH:23][CH2:24][C:25]3[CH:30]=[CH:29][CH:28]=[C:27]([F:31])[CH:26]=3)=[O:22])[S:18][CH:19]=2)=[C:7]([CH3:11])[O:6][N:5]=1 |f:0.1,3.4|. Procedure details: NaBH4 (35 mg, 1 mmol) was added in portions to a MeOH (5 mL) solution of 3,5-dimethylisoxazole-4-carbaldehyde (65 mg, 0.5 mmol) and 1-(4-(aminomethyl) thiazol-2-yl)-3-(3-fluorobenzyl)urea hydrochloride (157 mg, 0.5 mmol) at 0 C. The mixture was stirred for 6 hours then quenched with dilute HCl solution. Basic aqueous work-up with CH2Cl2 followed by flash chromatography afforded Intermediate 61: 1-(4-(((3,5-dimethylisoxazol-4-yl)methylamino)methyl)thiazol-2-yl)-3-(3-fluorobenzyl)urea. 1H NMR (400... The reactants are CC(=O)OI1(C=2C=CC=CC2C(=O)O1)(OC(=O)C)OC(=O)C (Dess-Martin Periodinane), Cl.O1C(=NC2=C1C=CC=C2)C([C@H](CC)[NH-])O ((S)-[1-(Benzoxazol-2-yl-hydroxy-methyl)-propyl]-amide hydrochloride), N=C1NC(C2=CC=CC=C12)=O (3-iminoisoindolinone), C(C)(C)N(C(C)C)CC (N,N-diisopropylethyl-amine), [O-]S(=O)(=S)[O-].[Na+].[Na+] (Na2S2O3). Run in C1CCOC1 (THF), C(=O)(O)[O-].[Na+] (NaHCO3), C(C)(=O)OCC (ethyl acetate). Conditions: time 1 hour. Product: O1C(=NC2=C1C=CC=C2)C(=O)[C@H](CC)NC([C@H](CC(C)C)NC2=NC(C1=CC=CC=C21)=O)=O ((S)-4-methyl-2-(3-oxo-3H-isoindol-1-ylamino)-pentanoic acid(S)-[1-(benzoxazol-2-ylcarbonyl)propyl]amide). Reaction SMILES: Cl.[O:2]1[C:6]2[CH:7]=[CH:8][CH:9]=[CH:10][C:5]=2[N:4]=[C:3]1[CH:11]([OH:16])[C@@H:12]([NH-:15])[CH2:13][CH3:14].[NH:17]=[C:18]1[C:26]2[C:21](=[CH:22][CH:23]=[CH:24][CH:25]=2)[C:20](=[O:27])[NH:19]1.C(N(CC)[CH:32]([CH3:34])[CH3:33])(C)C.CC(OI1(OC(C)=O)(OC(C)=O)O[C:48](=[O:49])[C:47]2C=CC=C[C:42]1=2)=O.[O-]S([O-])(=S)=O.[Na+].[Na+]>C1COCC1.C(OCC)(=O)C.C([O-])(O)=O.[Na+]>[O:2]1[C:6]2[CH:7]=[CH:8][CH:9]=[CH:10][C:5]=2[N:4]=[C:3]1[C:11]([C@@H:12]([NH:15][C:48](=[O:49])[C@@H:47]([NH:17][C:18]1[C:26]2[C:21](=[CH:22][CH:23]=[CH:24][CH:25]=2)[C:20](=[O:27])[N:19]=1)[CH2:42][CH:32]([CH3:33])[CH3:34])[CH2:13][CH3:14])=[O:16] |f:0.1,5.6.7,10.11|. Reported procedure: (S)-[1-(Benzoxazol-2-yl-hydroxy-methyl)-propyl]-amide hydrochloride (90 mg, 0.254 mmol), 3-iminoisoindolinone (100 mg, 0.684 mmol), and N,N-diisopropylethyl-amine (0.2 mL) were dissolved in THF (10 mL) and heated at reflux for 5 h. After dilution with ethyl acetate (150 mL), the solution was washed with saturated aqueous NaHCO3 solution and brine, dried with MgSO4 and evaporated under vacuum. The crude product was dissolved in dry dichloromethane (10 mL) and Dess-Martin Periodinane (400 mg, 0.96... Reactants: CC1(NC(CCC1)(C)C)C (2,2,6,6-tetramethylpiperidine), C(C)(C)(C)C=1N=C(C=2N(C1)C(NN2)=O)Cl (6-tert-butyl-8-chloro-2H-[1,2,4]triazolo[4,3-a]pyrazin-3-one), C(C(C)C)=O (isobutyraldehyde), solution, C(CCC)[Li] (n-butyllithium). The solvent is C1CCOC1 (THF), C1CCOC1 (THF), hexanes. Reaction conditions: temperature -30 celsius. The product is C(C)(C)(C)C=1N=C(C=2N(C1C(CC(C)C)O)C(NN2)=O)Cl (6-tert-butyl-8-chloro-5-(1-hydroxy-3-methyl-butyl)-2H-[1,2,4]triazolo[4,3-a]pyrazin-3-one). RXN SMILES: [CH3:1][C:2]1([CH3:10])[CH2:7][CH2:6]CC(C)(C)N1.C([Li])CCC.[C:16]([C:20]1[N:21]=[C:22]([Cl:30])[C:23]2[N:24]([C:26](=[O:29])[NH:27][N:28]=2)[CH:25]=1)([CH3:19])([CH3:18])[CH3:17].C(=[O:35])C(C)C>C1COCC1>[C:16]([C:20]1[N:21]=[C:22]([Cl:30])[C:23]2[N:24]([C:26](=[O:29])[NH:27][N:28]=2)[C:25]=1[CH:6]([OH:35])[CH2:7][CH:2]([CH3:10])[CH3:1])([CH3:19])([CH3:17])[CH3:18]. Reported procedure: A flame-dried flask was charged with THF (3.0 mL) and 423 mg of 2,2,6,6-tetramethylpiperidine. The solution was cooled to −30° C. and 1.0 mL of a 2.5 M solution of n-butyllithium in hexanes was added dropwise. The mixture was warmed to 0° C. for 20 min. and then cooled to −78° C. A solution of 226 mg of 6-tert-butyl-8-chloro-2H-[1,2,4]triazolo[4,3-a]pyrazin-3-one in THF (2.0 mL) was added dropwise and the resulting solution was stirred for one h prior to the addition of 129 mg of isobutyraldehyd... The reactants are CCc1cccc(C)c1C(=O)O, COC(=O)C(N)Cc1ccc(NC(=O)c2c(Cl)cccc2Cl)cc1. The product is CCc1cccc(C)c1C(=O)NC(Cc1ccc(NC(=O)c2c(Cl)cccc2Cl)cc1)C(=O)OC. Reaction SMILES: [CH2:25]([CH3:26])[c:27]1[c:28]([C:29](=[O:30])[OH:31])[c:32]([CH3:36])[cH:33][cH:34][cH:35]1.[CH3:1][O:2][C:3]([CH:4]([NH2:5])[CH2:6][c:7]1[cH:8][cH:9][c:10]([NH:13][C:14](=[O:15])[c:16]2[c:17]([Cl:23])[cH:18][cH:19][cH:20][c:21]2[Cl:22])[cH:11][cH:12]1)=[O:24]>>[CH3:1][O:2][C:3]([CH:4]([NH:5][C:29]([c:28]1[c:27]([CH2:25][CH3:26])[cH:35][cH:34][cH:33][c:32]1[CH3:36])=[O:30])[CH2:6][c:7]1[cH:8][cH:9][c:10]([NH:13][C:14](=[O:15])[c:16]2[c:17]([Cl:23])[cH:18][cH:19][cH:20][c:21]2[Cl:22])[cH:11][cH:12]1)=[O:24]. Starting materials: C(C1=CC=CC=C1)OC=1C=C(C=CC1)C(O)C1=NN(C2=CC=CC=C12)C1CCCC1 ([3-(benzyloxy)phenyl](1-cyclopentyl-1H-indazol-3-yl)methanol). Reagents/catalysts: [Pd] (palladium on carbon). Solvent: C(C)O.C1=CCCCC1 (ethanol cyclohexene). Yields the product C1(CCCC1)N1N=C(C2=CC=CC=C12)CC=1C=C(C=CC1)O (3-[(1-cyclopentyl-1H-indazol-3-yl)methyl]phenol). The yield is 484.5%. RXN SMILES: C([O:8][C:9]1[CH:10]=[C:11]([CH:15]([C:17]2[C:25]3[C:20](=[CH:21][CH:22]=[CH:23][CH:24]=3)[N:19]([CH:26]3[CH2:30][CH2:29][CH2:28][CH2:27]3)[N:18]=2)O)[CH:12]=[CH:13][CH:14]=1)C1C=CC=CC=1>[Pd].C(O)C.C1CCCCC=1>[CH:26]1([N:19]2[C:20]3[C:25](=[CH:24][CH:23]=[CH:22][CH:21]=3)[C:17]([CH2:15][C:11]3[CH:10]=[C:9]([OH:8])[CH:14]=[CH:13][CH:12]=3)=[N:18]2)[CH2:30][CH2:29][CH2:28][CH2:27]1 |f:2.3|. Procedure: A mixture of [3-(benzyloxy)phenyl](1-cyclopentyl-1H-indazol-3-yl)methanol (0.24 g, 0.6 mmol) and 10% palladium on carbon in ethanol/cyclohexene (3:1, v/v) was heated at reflux for 1 hour. The catalyst was filtered (celite) and the filtrate concentrated in vacuo to give 0.85 g of product as a white solid. The reactants are C(CCC)[Li] (n-Butyllithium), ICCCCCCC (1-iodoheptane), FC1=C(C=CC=C1F)C1OCC(CO1)CCCCCCCCC (2-(2',3'-Difluorophenyl)-5-n-nonyl-1,3-dioxane). Solvent: C1CCOC1 (THF), C1CCOC1 (THF). Reaction conditions: time 8 hour. The product is FC1=C(C=CC(=C1F)CCCCCCC)C1OCC(CO1)CCCCCCCCC (2-(2',3'-Difluoro-4'-heptylphenyl)-5-n-nonyl-1,3-dioxane). As a reaction SMILES: C([Li])CCC.[F:6][C:7]1[C:12]([F:13])=[CH:11][CH:10]=[CH:9][C:8]=1[CH:14]1[O:19][CH2:18][CH:17]([CH2:20][CH2:21][CH2:22][CH2:23][CH2:24][CH2:25][CH2:26][CH2:27][CH3:28])[CH2:16][O:15]1.I[CH2:30][CH2:31][CH2:32][CH2:33][CH2:34][CH2:35][CH3:36]>C1COCC1>[F:6][C:7]1[C:12]([F:13])=[C:11]([CH2:30][CH2:31][CH2:32][CH2:33][CH2:34][CH2:35][CH3:36])[CH:10]=[CH:9][C:8]=1[CH:14]1[O:15][CH2:16][CH:17]([CH2:20][CH2:21][CH2:22][CH2:23][CH2:24][CH2:25][CH2:26][CH2:27][CH3:28])[CH2:18][O:19]1. Procedure: n-Butyllithium (3.4 cm3, 10.0M in hexanes, 34mmol) was added dropwise to a stirred, cooled (-78° C.) solution of compound from Example 115 (mixture with isomers) (11.2 g, 34 mmol) in dry THF (100 cm3) under an atmosphere of dry nitrogen. The mixture was maintained under these conditions (3 h) then a solution of 1-iodoheptane (7.7 g, 34 mmol) in dry THF (20 cm3) was added dropwise at -78° C. The temperature of the reaction mixture was allowed to reach room temperature overnight. After separation,... The reactants are C1(=CC=CC=C1O)C (o-cresol), [H-].[Na+] (sodium hydride), NC(=S)N (thiourea), FCON=C(C(=O)OC)C1=C(C=CC=C1)CBr (2-(bromomethyl)-phenylglyoxalic acid methyl ester O-fluoromethyl oxime), [Cl-].[Na+] (sodium chloride). The solvent is CN(C=O)C (dimethylformamide), CN(C=O)C (dimethylformamide), CN(C=O)C (dimethylformamide), C(C)(=O)OCC (ethyl acetate). Conditions: temperature 30 celsius. Product: FCON=C(C(=O)OC)C1=C(C=CC=C1)COC1=C(C=CC=C1)C (2-(2-methylphenoxymethyl)-phenylglyoxalic acid methyl ester O-fluoromethyl oxime). RXN SMILES: [C:1]1([CH3:8])[C:6]([OH:7])=[CH:5][CH:4]=[CH:3][CH:2]=1.[H-].[Na+].[F:11][CH2:12][O:13][N:14]=[C:15]([C:20]1[CH:25]=[CH:24][CH:23]=[CH:22][C:21]=1[CH2:26]Br)[C:16]([O:18][CH3:19])=[O:17].NC(N)=S.[Cl-].[Na+]>CN(C)C=O.C(OCC)(=O)C>[F:11][CH2:12][O:13][N:14]=[C:15]([C:20]1[CH:25]=[CH:24][CH:23]=[CH:22][C:21]=1[CH2:26][O:7][C:6]1[CH:5]=[CH:4][CH:3]=[CH:2][C:1]=1[CH3:8])[C:16]([O:18][CH3:19])=[O:17] |f:1.2,5.6|. Reported procedure: A solution of 1.84 g of o-cresol in 15 ml of dimethylformamide is added dropwise at 20° C. to a suspension of 0.4 g of sodium hydride in 5 ml of dimethylformamide. After 3 hours a solution of 5.0 g of 2-(bromomethyl)-phenylglyoxalic acid methyl ester O-fluoromethyl oxime in 25 ml of dimethylformamide is added dropwise to the brown suspension. After 16 hours 0.3 g of thiourea is added thereto and the reaction mixture is heated at 30° C. for 0.5 hour. The reaction mixture is then poured onto a sat...